From a dataset of the Open Reaction Database (ORD), a public repository of structured organic reaction records. describe an organic reaction: reactants, conditions, products, and yield Reactants: F[B-](F)(F)F, CCN(C(C)C)C(C)C, C1CCOC1, Cc1ccc(CC(CC(=O)N2CCC(N3Cc4ccccc4NC3=O)CC2)C(=O)O)cc1C, C1CCN(C2CCNCC2)CC1, O, CN(C)C(On1nnc2ccccc21)=[N+](C)C. Product: Cc1ccc(CC(CC(=O)N2CCC(N3Cc4ccccc4NC3=O)CC2)C(=O)N2CCC(N3CCCCC3)CC2)cc1C. As a reaction SMILES: [B-:34]([F:35])([F:36])([F:37])[F:38].[CH2:56]([N:57]([CH:58]([CH3:59])[CH3:60])[CH:61]([CH3:62])[CH3:63])[CH3:64].[CH2:78]1[O:79][CH2:80][CH2:81][CH2:82]1.[CH3:1][c:2]1[cH:3][c:4]([CH2:5][CH:6]([C:7](=[O:8])[OH:9])[CH2:10][C:11]([N:12]2[CH2:13][CH2:14][CH:15]([N:18]3[C:19](=[O:28])[NH:20][c:21]4[cH:22][cH:23][cH:24][cH:25][c:26]4[CH2:27]3)[CH2:16][CH2:17]2)=[O:29])[cH:30][cH:31][c:32]1[CH3:33].[N:65]1([CH:71]2[CH2:72][CH2:73][NH:74][CH2:75][CH2:76]2)[CH2:66][CH2:67][CH2:68][CH2:69][CH2:70]1.[OH2:77].[n:39]1([O:40][C:41]([N:42]([CH3:43])[CH3:44])=[N+:45]([CH3:46])[CH3:47])[c:48]2[cH:49][cH:50][cH:51][cH:52][c:53]2[n:54][n:55]1>>[CH3:1][c:2]1[cH:3][c:4]([CH2:5][CH:6]([C:7](=[O:8])[N:74]2[CH2:73][CH2:72][CH:71]([N:65]3[CH2:66][CH2:67][CH2:68][CH2:69][CH2:70]3)[CH2:76][CH2:75]2)[CH2:10][C:11]([N:12]2[CH2:13][CH2:14][CH:15]([N:18]3[C:19](=[O:28])[NH:20][c:21]4[cH:22][cH:23][cH:24][cH:25][c:26]4[CH2:27]3)[CH2:16][CH2:17]2)=[O:29])[cH:30][cH:31][c:32]1[CH3:33]. The reactants are CC(C)(C)[Mg+], CCC(C)[Mg+], CCOCC, [Cl-], [Cl-], ClP(Cl)Cl. The product is CCC(C)P(Cl)C(C)(C)C. Reaction SMILES: [C:6]([CH3:7])([CH3:8])([CH3:9])[Mg+:10].[CH3:12][CH:13]([CH2:14][CH3:15])[Mg+:16].[CH3:17][CH2:18][O:19][CH2:20][CH3:21].[Cl-:11].[Cl-:5].[Cl:1][P:2]([Cl:3])[Cl:4]>>[P:2]([Cl:4])([C:6]([CH3:7])([CH3:8])[CH3:9])[CH:13]([CH3:12])[CH2:14][CH3:15]. RXN SMILES: [CH2:1]([c:2]1[cH:3][cH:4][cH:5][cH:6][cH:7]1)[NH:8][CH:9]([c:10]1[cH:11][cH:12][cH:13][cH:14][cH:15]1)[CH3:16].[CH2:22]([CH3:23])[O:24][C:25]([CH:26]=[CH:27][c:28]1[cH:29][c:30]2[c:31]([cH:32][cH:33][o:34]2)[cH:35][cH:36]1)=[O:37].[CH2:40]1[O:41][CH2:42][CH2:43][CH2:44]1.[CH3:17][CH2:18][CH2:19][CH2:20][Li:21].[Cl-:38].[NH4+:39]>>[CH2:1]([c:2]1[cH:3][cH:4][cH:5][cH:6][cH:7]1)[N:8]([CH:9]([c:10]1[cH:11][cH:12][cH:13][cH:14][cH:15]1)[CH3:16])[CH:27]([CH2:26][C:25]([O:24][CH2:22][CH3:23])=[O:37])[c:28]1[cH:29][c:30]2[c:31]([cH:32][cH:33][o:34]2)[cH:35][cH:36]1. Product: CCOC(=O)CC(c1ccc2ccoc2c1)N(Cc1ccccc1)C(C)c1ccccc1. Reactants: CC(NCc1ccccc1)c1ccccc1, CCOC(=O)C=Cc1ccc2ccoc2c1, C1CCOC1, [Li]CCCC, [Cl-], [NH4+]. The reactants are OC1=C(C(N(C1)CC(=O)N)=O)C(=O)OC (2,5-dihydro-4-hydroxy-3-methoxycarbonyl-2-oxo-1H-pyrrole-1-acetamide). The solvent is C(C)#N (acetonitrile), O (water). Conditions: time 12 hour. The product is OC1=C(C(N(C1)CC(=O)N)=O)C1=CC(N(C1)CC(=O)N)=O (1,1',5,5'-tetrahydro-4-hydroxy-2,2'-dioxo-[3,4'-bi-2H-pyrrole]-1,1'-diacetic acid diamide). Reaction SMILES: [OH:1][C:2]1[CH2:6][N:5]([CH2:7][C:8]([NH2:10])=[O:9])[C:4](=[O:11])[C:3]=1[C:12](OC)=O>C(#N)C.O>[OH:1][C:2]1[CH2:6][N:5]([CH2:7][C:8]([NH2:10])=[O:9])[C:4](=[O:11])[C:3]=1[C:12]1[CH2:6][N:5]([CH2:7][C:8]([NH2:10])=[O:9])[C:4](=[O:11])[CH:3]=1. Procedure: 4.3 g of 2,5-dihydro-4-hydroxy-3-methoxycarbonyl-2-oxo-1H-pyrrole-1-acetamide are suspended in 50 ml of acetonitrile and 30 ml of water. Heating to 75° initiates the removal of carbon dioxide; the reaction mixture is stirred at this temperature for 12 hours. After cooling, the resulting product is filtered off, washed with water and acetone and dried under reduced pressure. 1,1',5,5'-tetrahydro-4-hydroxy-2,2'-dioxo-[3,4'-bi-2H-pyrrole]-1,1'-diacetic acid diamide is obtained in the form of white ...